This data is from the Open Reaction Database (ORD), a public repository of structured organic reaction records. The task is: describe an organic reaction: reactants, conditions, products, and yield Starting materials: C(C=C)#N (Acrylonitrile), CNCCC1=NC=CC=C1 (2-[2-(methylamino)ethyl]pyridine). The solvent is CO (methanol). Reaction conditions: temperature 20 celsius, time 3 hour. Yields the product N1=C(C=CC=C1)CCNCCC#N (3-[(2-pyridin-2-ylethyl)amino]propanenitrile), oil. Isolated yield 96.0%. As a reaction SMILES: [C:1](#[N:4])[CH:2]=C.[CH3:5][NH:6][CH2:7][CH2:8][C:9]1[CH:14]=[CH:13][CH:12]=[CH:11][N:10]=1>CO>[N:10]1[CH:11]=[CH:12][CH:13]=[CH:14][C:9]=1[CH2:8][CH2:7][NH:6][CH2:5][CH2:2][C:1]#[N:4]. Procedure: Acrylonitrile (10.1 ml, 1.1 eq) is added slowly to a solution cooled down to approximately 4° C. of 2-[2-(methylamino)ethyl]pyridine (19.5 ml, 1 eq) in methanol (200 ml). The reaction medium is then stirred for 3 hours at approximately 20° C. then concentrated under reduced pressure at 40° C. in order to produce 3-[(2-pyridin-2-ylethyl)amino]propanenitrile in the form of a yellow oil (25.6 g, 96% yield). The reactants are S(O)(O)(=O)=O (sulfuric acid), ICCCC(=O)O (4-iodobutanoic acid), C=C(C)C (isobutene), C([O-])(O)=O.[Na+] (sodium bicarbonate). The solvent is O1CCOCC1 (1,4-dioxane). Conditions: time 3 day. The product is ICCCC(=O)OC(C)(C)C (tert-Butyl 4-iodobutanoate). Yield: 61.0%. As a reaction SMILES: S(=O)(=O)(O)O.[I:6][CH2:7][CH2:8][CH2:9][C:10]([OH:12])=[O:11].[CH2:13]=[C:14]([CH3:16])[CH3:15].C(=O)(O)[O-].[Na+]>O1CCOCC1>[I:6][CH2:7][CH2:8][CH2:9][C:10]([O:12][C:14]([CH3:16])([CH3:15])[CH3:13])=[O:11] |f:3.4|. Reported procedure: To a solution of concentrated sulfuric acid (2 ml) and 1,4-dioxane (20 ml) in a pressure bottle at 0° C. were added 4-iodobutanoic acid (5.5 g, 25.7 mmol) and isobutene (30 ml). The mixture was stirred at room temperature for 3 days, cooled to 0° C. and poured slowly into an aqueous solution (120 ml) of sodium bicarbonate (10 g). The mixture was stirred at room temperature for 15 minutes and extracted with diethyl ether. The organic phase was washed three times with brine, dried over sodium sulf... Starting materials: CC#CCn1cnc2ccnc(Cl)c21, CC(C)[N-]C(C)C, [Cl-], ClC(Cl)(Cl)C(Cl)(Cl)Cl, [Li+], [NH4+], C1CCOC1. Product: CC#CCn1c(Cl)nc2ccnc(Cl)c21. RXN SMILES: [CH2:9]([C:10]#[C:11][CH3:12])[n:13]1[cH:14][n:15][c:16]2[c:17]1[c:18]([Cl:22])[n:19][cH:20][cH:21]2.[CH:1]([N-:2][CH:3]([CH3:4])[CH3:5])([CH3:6])[CH3:7].[Cl-:31].[Cl:23][C:24]([C:25]([Cl:26])([Cl:27])[Cl:28])([Cl:29])[Cl:30].[Li+:8].[NH4+:32].[O:33]1[CH2:34][CH2:35][CH2:36][CH2:37]1>>[CH2:9]([C:10]#[C:11][CH3:12])[n:13]1[c:14]([Cl:23])[n:15][c:16]2[c:17]1[c:18]([Cl:22])[n:19][cH:20][cH:21]2. Starting materials: NCCN1C=NC2=C1C=C(C=C2)OC (1-β-aminoethyl-6-methoxybenzimidazole), FC(C(=O)N)(F)F (trifluoroacetamide). The product is COC=1C=CC2=C(N(C=N2)CCNC(C(F)(F)F)=O)C1 (N-[2-(6-METHOXYBENZIMIDAZOL-1-YL)ETHYL]TRIFLUOROACETAMIDE). RXN SMILES: [NH2:1][CH2:2][CH2:3][N:4]1[C:8]2[CH:9]=[C:10]([O:13][CH3:14])[CH:11]=[CH:12][C:7]=2[N:6]=[CH:5]1.[F:15][C:16]([F:21])([F:20])[C:17](N)=[O:18]>>[CH3:14][O:13][C:10]1[CH:11]=[CH:12][C:7]2[N:6]=[CH:5][N:4]([CH2:3][CH2:2][NH:1][C:17](=[O:18])[C:16]([F:21])([F:20])[F:15])[C:8]=2[CH:9]=1. Reported procedure: Following the procedure of Example 13 but replacing 5-methoxytryptamine with 1-β-aminoethyl-6-methoxybenzimidazole, N-[2-(6-methoxybenzimidazol-1-yl))ethyl]-trifluoroacetamide is obtained. Starting materials: S(=O)(=O)(O)[O-].[K+] (potassium hydrogen sulfate), C(C)(C)(C)OC(=O)N[C@H]1C[C@H](CCC1)C(=O)O (cis-3-[(tert-butoxycarbonyl)amino]-cyclohexanecarboxylic acid), ClC(=O)OCC(C)C (isobutyl chloroformate), [BH4-].[Na+] (sodium borohydride), C(O)([O-])=O.[Na+] (sodium hydrogencarbonate). The solvent is CO (methanol), O1CCCC1 (tetrahydrofuran), C(C)N(CC)CC (triethylamine). Reaction conditions: temperature 0 celsius. Yields the product C(C)(C)(C)OC(N[C@@H]1C[C@@H](CCC1)CO)=O (tert-butyl[cis-3-(hydroxymethyl)cyclohexyl]carbamate). The yield is 66.0%. RXN SMILES: [C:1]([O:5][C:6]([NH:8][C@@H:9]1[CH2:14][CH2:13][CH2:12][C@H:11]([C:15](O)=[O:16])[CH2:10]1)=[O:7])([CH3:4])([CH3:3])[CH3:2].ClC(OCC(C)C)=O.[BH4-].[Na+].S([O-])(O)(=O)=O.[K+].C(=O)([O-])O.[Na+]>O1CCCC1.CO.C(N(CC)CC)C>[C:1]([O:5][C:6](=[O:7])[NH:8][C@H:9]1[CH2:14][CH2:13][CH2:12][C@@H:11]([CH2:15][OH:16])[CH2:10]1)([CH3:4])([CH3:2])[CH3:3] |f:2.3,4.5,6.7|. Procedure: To a solution of cis-3-[(tert-butoxycarbonyl)amino]-cyclohexanecarboxylic acid (500 mg) in tetrahydrofuran (5 ml) was added triethylamine (344 μl) and isobutyl chloroformate (320 μl) under stirring at 0° C. After stirring at 0° C. for 1 hour, sodium borohydride (233 mg) was added, and methanol (5 ml) was added dropwise under stirring at 0° C. After stirring at 0° C. for 1 hour, 10% aqueous potassium hydrogen sulfate (10 ml) was added and neutralized with saturated aqueous sodium hydrogencarbonat...